From a dataset of the Open Reaction Database (ORD), a public repository of structured organic reaction records. describe an organic reaction: reactants, conditions, products, and yield Reaction conditions: time 18 hour. Run in O (water). Procedure details: A mixture of 35.5 g (115.2 mmol) 2-bromo-5-nitro-O-benzylphenol, 26.3 g (190 mmol) potassium carbonate, 15 mL (127 mmol) benzyl mercaptan, and 200 mL DMF were stirred at room temperature 18 h. TLC analysis indicated a complete reaction, so the thick reaction mixture was transferred to a 2 L Erlenmeyer containing 1 L water and the resulting mixture was stirred in a ice/water bath 30 min. The precipitate was filtered, washed with three 300 mL portions of water, dried at 40° C. 18 h under vacuum to... The product is C(C1=CC=CC=C1)OC1=C(C=CC(=C1)[N+](=O)[O-])SCC1=CC=CC=C1 (2-benzyloxy-4-nitro-S-benzylthiophenol). Reaction SMILES: Br[C:2]1[CH:7]=[CH:6][C:5]([N+:8]([O-:10])=[O:9])=[CH:4][C:3]=1[O:11][CH2:12][C:13]1[CH:18]=[CH:17][CH:16]=[CH:15][CH:14]=1.C(=O)([O-])[O-].[K+].[K+].[CH2:25]([SH:32])[C:26]1[CH:31]=[CH:30][CH:29]=[CH:28][CH:27]=1.CN(C=O)C>O>[CH2:12]([O:11][C:3]1[CH:4]=[C:5]([N+:8]([O-:10])=[O:9])[CH:6]=[CH:7][C:2]=1[S:32][CH2:25][C:26]1[CH:31]=[CH:30][CH:29]=[CH:28][CH:27]=1)[C:13]1[CH:18]=[CH:17][CH:16]=[CH:15][CH:14]=1 |f:1.2.3|. Yield: 100.0%. Starting materials: BrC1=C(C=C(C=C1)[N+](=O)[O-])OCC1=CC=CC=C1 (2-bromo-5-nitro-O-benzylphenol), C([O-])([O-])=O.[K+].[K+] (potassium carbonate), C(C1=CC=CC=C1)S (benzyl mercaptan), CN(C)C=O (DMF). Starting materials: C(C)OP(OCC)(=O)CCC(C)=O (3-oxobutylphosphonic acid diethyl ester), [H-].[Na+] (sodium hydride), C(C1=CC=CC=C1)Br (benzyl bromide), ice, [Li]CCCC (n-BuLi), Cl (HCl). The solvent is CCCCC (n-pentane), O (water), C1CCOC1 (THF). Conditions: time 2 hour. Yields the product C(C)OP(OCC)(=O)CCC(CCC1=CC=CC=C1)=O (3-Oxo-5-phenylpentylphosphonic acid diethyl ester). RXN SMILES: [H-].[Na+].[CH2:3]([O:5][P:6]([CH2:11][CH2:12][C:13](=[O:15])[CH3:14])(=[O:10])[O:7][CH2:8][CH3:9])[CH3:4].[Li]CCCC.[CH2:21](Br)[C:22]1[CH:27]=[CH:26][CH:25]=[CH:24][CH:23]=1.Cl>CCCCC.O.C1COCC1>[CH2:8]([O:7][P:6]([CH2:11][CH2:12][C:13](=[O:15])[CH2:14][CH2:21][C:22]1[CH:27]=[CH:26][CH:25]=[CH:24][CH:23]=1)(=[O:10])[O:5][CH2:3][CH3:4])[CH3:9] |f:0.1|. Procedure: 250 ml of THF are added to a stirred suspension of 300 mmol of sodium hydride, which has been washed with n-pentane, and 280 mmol of 3-oxobutylphosphonic acid diethyl ester (1a) are added dropwise at room temperature. After 2 hours' stirring at constant temperature, the reaction mixture is cooled with an ice/common salt mixture and 1.3 equivalents of n-BuLi are added dropwise. After a further 2 hours' stirring at 0° C., 310 mmol of benzyl bromide (dissolved in 50 ml of THF) are slowly added. The... Starting materials: C(C1=CC=CC=C1)=O (Benzaldehyde), Cl.NO (hydroxylamine hydrochloride), Cl.NO (hydroxylamine hydrochloride). The solvent is solution, CO (CH3OH), O (H2O). Product: crude product, C(C1=CC=CC=C1)=NO (benzaldehyde oxime). Yield: 86.2%. Reaction SMILES: [CH:1](=O)[C:2]1[CH:7]=[CH:6][CH:5]=[CH:4][CH:3]=1.Cl.[NH2:10][OH:11]>CO.O>[CH:1](=[N:10][OH:11])[C:2]1[CH:7]=[CH:6][CH:5]=[CH:4][CH:3]=1 |f:1.2|. Procedure details: 10.0 mmol of Benzaldehyde was dissolved in 30 ml of 30% solution of CH3OH and H2O, and added into a triangular flask equipped with magnetic stirrer. 10.0 mmol of hydroxylamine hydrochloride was added under stirring. After hydroxylamine hydrochloride was dissolved, 5.0 mmol of dry and porphyrized sodium carbonate was slowly added. The reaction was carried out at room temperature. After the completion of the reaction monitored by TLC, methanol was removed from the system under reduced pressure. 30... Starting materials: COc1cc(OC)c2c(c1)OCCCC=CCCCOC2=O, CC[S-], [Na+], CN(C)C=O, O. Product: COc1cc(O)c2c(c1)OCCCC=CCCCOC2=O. As a reaction SMILES: [CH3:1][O:2][c:3]1[cH:4][c:5]([O:21][CH3:22])[cH:6][c:7]2[c:8]1[C:9](=[O:20])[O:10][CH2:11][CH2:12][CH2:13][CH:14]=[CH:15][CH2:16][CH2:17][CH2:18][O:19]2.[CH3:23][CH2:24][S-:25].[Na+:26].[O:28]=[CH:29][N:30]([CH3:31])[CH3:32].[OH2:27]>>[OH:2][c:3]1[cH:4][c:5]([O:21][CH3:22])[cH:6][c:7]2[c:8]1[C:9](=[O:20])[O:10][CH2:11][CH2:12][CH2:13][CH:14]=[CH:15][CH2:16][CH2:17][CH2:18][O:19]2. Reactants: Cc1ccc([N+](=O)[O-])c(-c2nc(CN(C)C)no2)c1, ClCCl, [Na], [Na], C1COCCO1, O, S. Yields the product Cc1ccc(N)c(-c2nc(CN(C)C)no2)c1. Reaction SMILES: [CH3:1][N:2]([CH2:3][c:4]1[n:5][o:6][c:7](-[c:9]2[c:10]([N+:16]([O-:17])=[O:18])[cH:11][cH:12][c:13]([CH3:15])[cH:14]2)[n:8]1)[CH3:19].[Cl:30][CH2:31][Cl:32].[Na:21].[Na:22].[O:23]1[CH2:24][CH2:25][O:26][CH2:27][CH2:28]1.[OH2:29].[SH2:20]>>[CH3:1][N:2]([CH2:3][c:4]1[n:5][o:6][c:7](-[c:9]2[c:10]([NH2:16])[cH:11][cH:12][c:13]([CH3:15])[cH:14]2)[n:8]1)[CH3:19].